Task: describe an organic reaction: reactants, conditions, products, and yield. Dataset: the Open Reaction Database (ORD), a public repository of structured organic reaction records Starting materials: S1C=C(C=C1)CC(=O)O (3-thiopheneacetic acid), C(C(C)C)OC([C@@H](NC(CC(CC)C)=O)C)=O (N-(3-methylpentanoyl)-L-alanine iso-butyl Ester). Yields the product C(C(C)C)OC([C@@H](NC(CC1=CSC=C1)=O)C)=O (N-[(3-thienyl)acetyl]alanine iso-butyl Ester). RXN SMILES: [S:1]1[CH:5]=[CH:4][C:3]([CH2:6][C:7]([OH:9])=O)=[CH:2]1.[CH2:10]([O:14][C:15](=[O:26])[C@H:16]([CH3:25])[NH:17]C(=O)CC(C)CC)[CH:11]([CH3:13])[CH3:12]>>[CH2:10]([O:14][C:15](=[O:26])[C@H:16]([CH3:25])[NH:17][C:7](=[O:9])[CH2:6][C:3]1[CH:4]=[CH:5][S:1][CH:2]=1)[CH:11]([CH3:13])[CH3:12]. Reported procedure: Following General Procedure I above, and using 3-thiopheneacetic acid (Aldrich) and alanine iso-butyl ester (prepared following General Procedure 3 above), the title compound was prepared. The reaction was monitored by tlc on silica gel and purification was by filtration as described in the general procedure.